This data is from the Open Reaction Database (ORD), a public repository of structured organic reaction records. The task is: describe an organic reaction: reactants, conditions, products, and yield Procedure: N-Methyl-N-(2,2-diethoxyethyl)-α-bromoacetamide (10 grams), butandiol-1,4 (3 ml) and trace amounts of toluenesulfonic acid are charged into a glass reaction vessel equipped with a mechanical stirrer, thermometer and reflux condenser. The reaction mixture is heated until no more ethanol is given off. After this time sodium carbonate (1 gram) is added to the mixture with stirring and the resulting mixture is distilled to yield the desired product N-methyl-N-(1,3-dioxepan-2-yl-methyl)-α-bromoacetam... Solvent: C(C)O (ethanol). As a reaction SMILES: [CH3:1][N:2]([CH2:7][CH:8]([O:12][CH2:13][CH3:14])[O:9][CH2:10][CH3:11])[C:3](=[O:6])[CH2:4][Br:5].C1(C)C(S(O)(=O)=O)=CC=CC=1.C(=O)([O-])[O-].[Na+].[Na+]>C(O)C>[CH3:1][N:2]([CH2:7][CH:8]1[O:12][CH2:13][CH2:14][CH2:11][CH2:10][O:9]1)[C:3](=[O:6])[CH2:4][Br:5] |f:2.3.4|. Starting materials: CN(C(CBr)=O)CC(OCC)OCC (N-Methyl-N-(2,2-diethoxyethyl)-α-bromoacetamide), C([O-])([O-])=O.[Na+].[Na+] (sodium carbonate), butandiol-1,4, C=1(C(=CC=CC1)S(=O)(=O)O)C (toluenesulfonic acid). Yields the product CN(C(CBr)=O)CC1OCCCCO1 (N-methyl-N-(1,3-dioxepan-2-yl-methyl)-α-bromoacetamide).